Dataset: the Open Reaction Database (ORD), a public repository of structured organic reaction records. Task: describe an organic reaction: reactants, conditions, products, and yield The reactants are CN(C)C=O (DMF), [H-].[Na+] (sodium hydride), CC(CCS)C (3-methylbutane-1-thiol), NC1=C2N=CN(C2=NC(=N1)Cl)CC1=CC=CC=C1 (6-amino-9-benzyl-2-chloropurine). Solvent: [Cl-].[Na+].O (Brine). Conditions: temperature 100 celsius. Yields the product NC1=C2N=CN(C2=NC(=N1)SCCC(C)C)CC1=CC=CC=C1 (6-Amino-9-benzyl-2-(3-methylbutyl)thiopurine). The yield is 47.6%. Reaction SMILES: CN(C=O)C.[H-].[Na+].[CH3:8][CH:9]([CH3:13])[CH2:10][CH2:11][SH:12].[NH2:14][C:15]1[N:23]=[C:22](Cl)[N:21]=[C:20]2[C:16]=1[N:17]=[CH:18][N:19]2[CH2:25][C:26]1[CH:31]=[CH:30][CH:29]=[CH:28][CH:27]=1>[Cl-].[Na+].O>[NH2:14][C:15]1[N:23]=[C:22]([S:12][CH2:11][CH2:10][CH:9]([CH3:13])[CH3:8])[N:21]=[C:20]2[C:16]=1[N:17]=[CH:18][N:19]2[CH2:25][C:26]1[CH:27]=[CH:28][CH:29]=[CH:30][CH:31]=1 |f:1.2,5.6.7|. Reported procedure: To DMF suspension (10 ml) containing sodium hydride (300 mg, 7.5 mmol, 60% in mineral oil) were added 3-methylbutane-1-thiol (1 ml, 8.0 mmol) and 6-amino-9-benzyl-2-chloropurine (200 mg, 0.77 mmol) in order. The mixture was stirred under heating at 100° C. for 2.5 hours. Brine was added thereto and the mixture was extracted with chloroform. The organic layer was dried on magnesium sulfate, filtered and the solvent in the filtrate was evaporated in vacuo. The residue was purified with silica gel ... The reactants are C(CCC)=O (n-butyraldehyde), [H][H] (hydrogen). The solvent is C(CCC)O (n-butanol). Product: C(CCC)(=O)OCCCC (n-butyl n-butyrate). Reaction SMILES: [CH:1](=[O:5])[CH2:2][CH2:3][CH3:4].[H][H]>C(O)CCC>[C:1]([O:5][CH2:1][CH2:2][CH2:3][CH3:4])(=[O:5])[CH2:2][CH2:3][CH3:4]. Procedure details: Further n-butyraldehyde is supplied to nozzle 123 in second vaporiser 122 by way of line 124. Reference numeral 125 indicates a distribution tray. A hot vaporous mixture comprising unreacted hydrogen from first catalytic stage 116, product n-butanol, inerts, and a minor amount of by-products, e.g. n-butyl n-butyrate, also formed in first catalytic stage 116, exits vaporiser 122 overhead in line 126 at a temperature of 105° C. After passage through a heater 127, supplied with a suitable heating m... Product: FC1=CC=C(C=C1)C1=NC2=CC=C(C=C2N=C1N(CC1=NC=CC=C1)C)C(=O)OC (methyl 2-(4-fluorophenyl)-3-[methyl(pyridin-2-ylmethyl)amino]quinoxaline-6-carboxylate). Reaction conditions: time 30 minute. Procedure details: To a solution of methyl 2-(4-fluorophenyl)-3-[(pyridin-2-ylmethyl)amino]quinoxaline-6-carboxylate (200 mg, 0.51 mmol) in tetrahydrofuran (50 mL) was added NaH (107 mg, 4.65 mmol) at 0° C., and the reaction mixture was stirred for 30 minutes. Iodomethane (954 mg, 6.72 mmol) was added, and the reaction mixture was stirred overnight at room temperature. The resulting solution was diluted with NH4Cl solution (80 mL), extracted with ethyl acetate (3×40 mL), dried over anhydrous magnesium sulfate, and... Reactants: FC1=CC=C(C=C1)C1=NC2=CC=C(C=C2N=C1NCC1=NC=CC=C1)C(=O)OC (methyl 2-(4-fluorophenyl)-3-[(pyridin-2-ylmethyl)amino]quinoxaline-6-carboxylate), [H-].[Na+] (NaH), IC (Iodomethane). Yield: 58.5%. RXN SMILES: [F:1][C:2]1[CH:7]=[CH:6][C:5]([C:8]2[C:17]([NH:18][CH2:19][C:20]3[CH:25]=[CH:24][CH:23]=[CH:22][N:21]=3)=[N:16][C:15]3[C:10](=[CH:11][CH:12]=[C:13]([C:26]([O:28][CH3:29])=[O:27])[CH:14]=3)[N:9]=2)=[CH:4][CH:3]=1.[H-].[Na+].I[CH3:33]>O1CCCC1.[NH4+].[Cl-]>[F:1][C:2]1[CH:7]=[CH:6][C:5]([C:8]2[C:17]([N:18]([CH3:33])[CH2:19][C:20]3[CH:25]=[CH:24][CH:23]=[CH:22][N:21]=3)=[N:16][C:15]3[C:10](=[CH:11][CH:12]=[C:13]([C:26]([O:28][CH3:29])=[O:27])[CH:14]=3)[N:9]=2)=[CH:4][CH:3]=1 |f:1.2,5.6|. The solvent is [NH4+].[Cl-] (NH4Cl), O1CCCC1 (tetrahydrofuran). Reactants: CC(C)(C)OC(=O)N, C1=C(C=NN=C1Cl)Cl. The reagents and catalysts are C(=O)([O-])[O-].[Cs+].[Cs+], CC1(C2=C(C(=CC=C2)P(C3=CC=CC=C3)C4=CC=CC=C4)OC5=C1C=CC=C5P(C6=CC=CC=C6)C7=CC=CC=C7)C, CC(=O)O.CC(=O)O.[Pd]. Run in C1COCCO1. Run at temperature 80 celsius. Product: CC(C)(C)OC(=O)NC1=NN=CC(=C1)Cl. The yield is 100.0%. Procedure details: **_April 15 2016_**  3,5-dichloropyridazine (1 g, 6.71 mmol), tert-butyl carbamate (3.93 g, 33.56 mmol), (9,9-dimethyl-9H-xanthene-4,5-diyl)bis(diphenylphosphane) (0.583 g, 1.01 mmol), PdOAc2 (0.452 g, 2.01 mmol) and CS2CO3 (4.37 g, 13.43 mmol) in 1,4-dioxane (20 mL) was degassed through recharged with nitrogen, and was heated at 80 °C overnight.  **_April 18 2016_**  LCMS showed 23% of the precursor @ 0.55 min (no mass ionization) left on a 2-min basic run. GCMS showed no precursor and 94% of a... The reactants are CCOC(C)=O, C1CCOC1, COc1cc2ncc(OC3CCC(O)CC3)nc2cc1OC, CN(C)C(=O)Cl, CCCCCC, [H-], [Na+]. Yields the product COc1cc2ncc(OC3CCC(OC(=O)N(C)C)CC3)nc2cc1OC. Reaction SMILES: [C:37]([O:38][CH2:39][CH3:40])(=[O:41])[CH3:42].[CH2:43]1[O:44][CH2:45][CH2:46][CH2:47]1.[CH3:1][O:2][c:3]1[cH:4][c:5]2[n:6][cH:7][c:8]([O:15][CH:16]3[CH2:17][CH2:18][CH:19]([OH:22])[CH2:20][CH2:21]3)[n:9][c:10]2[cH:11][c:12]1[O:13][CH3:14].[CH3:23][N:24]([C:25](=[O:26])[Cl:27])[CH3:28].[CH3:31][CH2:32][CH2:33][CH2:34][CH2:35][CH3:36].[H-:30].[Na+:29]>>[CH3:1][O:2][c:3]1[cH:4][c:5]2[n:6][cH:7][c:8]([O:15][CH:16]3[CH2:17][CH2:18][CH:19]([O:22][C:25]([N:24]([CH3:23])[CH3:28])=[O:26])[CH2:20][CH2:21]3)[n:9][c:10]2[cH:11][c:12]1[O:13][CH3:14]. The reactants are NC1=CC2=C(N=C(S2)NC(C2=CC=CC=C2)=O)C=C1 (N-(6-aminobenzothiazol-2-yl)benzamide), ClC1=NC=CC(=N1)NC1=NNC(=C1)C ((2-chloropyrimidin-4-yl)-(5-methylpyrazol-3-yl)amine). The solvent is C(C)O (ethanol). Yields the product CC1=CC(=NN1)NC1=NC(=NC=C1)NC1=CC2=C(N=C(S2)NC(C2=CC=CC=C2)=O)C=C1 (N-{6-[4-(5-Methylpyrazol-3-ylamino)pyrimidin-2-ylamino]benzothiazol-2-yl}benzamide). Reaction SMILES: [NH2:1][C:2]1[CH:19]=[CH:18][C:5]2[N:6]=[C:7]([NH:9][C:10](=[O:17])[C:11]3[CH:16]=[CH:15][CH:14]=[CH:13][CH:12]=3)[S:8][C:4]=2[CH:3]=1.Cl[C:21]1[N:26]=[C:25]([NH:27][C:28]2[CH:32]=[C:31]([CH3:33])[NH:30][N:29]=2)[CH:24]=[CH:23][N:22]=1>C(O)C>[CH3:33][C:31]1[NH:30][N:29]=[C:28]([NH:27][C:25]2[CH:24]=[CH:23][N:22]=[C:21]([NH:1][C:2]3[CH:19]=[CH:18][C:5]4[N:6]=[C:7]([NH:9][C:10](=[O:17])[C:11]5[CH:16]=[CH:15][CH:14]=[CH:13][CH:12]=5)[S:8][C:4]=4[CH:3]=3)[N:26]=2)[CH:32]=1. Procedure details: N-{6-[4-(5-Methylpyrazol-3-ylamino)pyrimidin-2-ylamino]benzothiazol-2-yl}benzamide was prepared by heating a mixture of N-(6-aminobenzothiazol-2-yl)benzamide (IM 2, 35 mg, 0.13 mmol) and (2-chloropyrimidin-4-yl)-(5-methylpyrazol-3-yl)amine (IM 11, 30 mg, 0.143 mmol) in ethanol (3 mL) to 80° C. for 9 h. The precipitate was separated by filtration, washed with ethanol and dried (38 mg, 85 μmol, 66%). LC/ESI-MS: m/z=443 [M+H]+; m/z =441 [M−H]−; Rt=2.80 min. Reactants: imine, FC(C=1C=C(C=CC1)CCC(C)=O)(F)F (4-(3-trifluoromethylphenyl)-2-butanone), FC(C=1C=C(C=O)C=CC1)(F)F (m-trifluoromethylbezaldehyde), COC=1C=C(C=CC1)[C@@H](C)N ((R)-1-(3-methoxyphenyl)ethylamine), C(#N)[BH3-].[Na+] (sodium cyanoborohydride). The reagents and catalysts are CC([O-])C.[Ti+4].CC([O-])C.CC([O-])C.CC([O-])C (titanium(IV) isopropoxide). Solvent: C(Cl)(Cl)Cl (chloroform), CO (methanol). Product: FC(C=1C=C(C=CC1)CC[C@@H](C)N[C@H](C)C1=CC(=CC=C1)OC)(F)F ((R,R)-N-[4-(3-trifluoromethylphenyl)-2-butyl]-1-(3-methoxyphenyl)ethylamine), 21Y. Reaction SMILES: [F:1][C:2]([F:15])([F:14])[C:3]1[CH:4]=[C:5]([CH2:9][CH2:10][C:11](=O)[CH3:12])[CH:6]=[CH:7][CH:8]=1.FC(F)(F)C1C=C(C=CC=1)C=O.[CH3:28][O:29][C:30]1[CH:31]=[C:32]([C@H:36]([NH2:38])[CH3:37])[CH:33]=[CH:34][CH:35]=1.C([BH3-])#N.[Na+]>C(Cl)(Cl)Cl.CC(C)[O-].[Ti+4].CC(C)[O-].CC(C)[O-].CC(C)[O-].CO>[F:1][C:2]([F:15])([F:14])[C:3]1[CH:4]=[C:5]([CH2:9][CH2:10][C@H:11]([NH:38][C@@H:36]([C:32]2[CH:33]=[CH:34][CH:35]=[C:30]([O:29][CH3:28])[CH:31]=2)[CH3:37])[CH3:12])[CH:6]=[CH:7][CH:8]=1 |f:3.4,6.7.8.9.10|. Procedure details: In a similar fashion an equal molar amount of 4-(3-trifluoromethylphenyl)-2-butanone, prepared from m-trifluoromethylbezaldehyde, (R)-1-(3-methoxyphenyl)ethylamine and 1.25 equivalents titanium(IV) isopropoxide were mixed and the intermediate imine reduced with ethanolic sodium cyanoborohydride. Work-up and repetitive preparative thin-layer chromatography using 5% methanol in chloroform afforded (R,R)-N-[4-(3-trifluoromethylphenyl)-2-butyl]-1-(3-methoxyphenyl)ethylamine, 21Y [m/z (rel. int.) 351... Starting materials: CC(C)(C)[Si](C)(C)OCC1CC(Nc2cc(C#Cc3ccccc3)ncn2)CC1O[Si](C)(C)C(C)(C)C, [OH-], [OH-], [Pd+2]. The product is CC(C)(C)[Si](C)(C)OCC1CC(Nc2cc(CCc3ccccc3)ncn2)CC1O[Si](C)(C)C(C)(C)C. As a reaction SMILES: [C:1]([CH3:2])([CH3:3])([CH3:4])[Si:5]([O:6][CH:7]1[CH2:8][CH:9]([NH:21][c:22]2[n:23][cH:24][n:25][c:26]([C:28]#[C:29][c:30]3[cH:31][cH:32][cH:33][cH:34][cH:35]3)[cH:27]2)[CH2:10][CH:11]1[CH2:12][O:13][Si:14]([CH3:15])([CH3:16])[C:17]([CH3:18])([CH3:19])[CH3:20])([CH3:36])[CH3:37].[OH-:38].[OH-:39].[Pd+2:40]>>[C:1]([CH3:2])([CH3:3])([CH3:4])[Si:5]([O:6][CH:7]1[CH2:8][CH:9]([NH:21][c:22]2[n:23][cH:24][n:25][c:26]([CH2:28][CH2:29][c:30]3[cH:31][cH:32][cH:33][cH:34][cH:35]3)[cH:27]2)[CH2:10][CH:11]1[CH2:12][O:13][Si:14]([CH3:15])([CH3:16])[C:17]([CH3:18])([CH3:19])[CH3:20])([CH3:36])[CH3:37]. Reactants: C(C)(C)(C)OC(C(=O)OC)C1=C(C2=C(C(N1C)=O)NC=C2)C=2C(=C1CCCOC1=CC2)C (methyl 2-(tert-butoxy)-2-(6-methyl-4-(5-methylchroman-6-yl)-7-oxo-6,7-dihydro-1H-pyrrolo[2,3-c]pyridin-5-yl)acetate), BrCC1CCCCC1 ((bromomethyl)cyclohexane). The product is C(C)(C)(C)OC(C(=O)O)C1=C(C2=C(C(N1C)=O)N(C=C2)CC2CCCCC2)C=2C(=C1CCCOC1=CC2)C (2-(tert-butoxy)-2-(1-(cyclohexylmethyl)-6-methyl-4-(5-methylchroman-6-yl)-7-oxo-6,7-dihydro-1H-pyrrolo[2,3-c]pyridin-5-yl)acetic acid). Reaction SMILES: [C:1]([O:5][CH:6]([C:11]1[N:16]([CH3:17])[C:15](=[O:18])[C:14]2[NH:19][CH:20]=[CH:21][C:13]=2[C:12]=1[C:22]1[C:23]([CH3:32])=[C:24]2[C:29](=[CH:30][CH:31]=1)[O:28][CH2:27][CH2:26][CH2:25]2)[C:7]([O:9]C)=[O:8])([CH3:4])([CH3:3])[CH3:2].Br[CH2:34][CH:35]1[CH2:40][CH2:39][CH2:38][CH2:37][CH2:36]1>>[C:1]([O:5][CH:6]([C:11]1[N:16]([CH3:17])[C:15](=[O:18])[C:14]2[N:19]([CH2:34][CH:35]3[CH2:40][CH2:39][CH2:38][CH2:37][CH2:36]3)[CH:20]=[CH:21][C:13]=2[C:12]=1[C:22]1[C:23]([CH3:32])=[C:24]2[C:29](=[CH:30][CH:31]=1)[O:28][CH2:27][CH2:26][CH2:25]2)[C:7]([OH:9])=[O:8])([CH3:4])([CH3:3])[CH3:2]. Reported procedure: The title compound was prepared in a manner similar to that described in Example 49 step D from methyl 2-(tert-butoxy)-2-(6-methyl-4-(5-methylchroman-6-yl)-7-oxo-6,7-dihydro-1H-pyrrolo[2,3-c]pyridin-5-yl)acetate and (bromomethyl)cyclohexane, and was isolated as white solid after reverse phase chromatography (45%): 1H NMR (400 MHz, CHLOROFORM-d) ppm 7.35-7.28 (m, 0.4H), 6.99 (d, J=8.4 Hz, 0.6H), 6.90 (t, J=2.5 Hz, 1H), 6.78-6.67 (m, 1H), 5.73 (d, J=2.7 Hz, 0.4H), 5.67 (d, J=2.7 Hz, 0.6H), 5.40 (s...